From a dataset of the Open Reaction Database (ORD), a public repository of structured organic reaction records. describe an organic reaction: reactants, conditions, products, and yield Starting materials: C1(=CC=CC=C1)C(O)(CC)C1=CC=CC=C1 (diphenyl-ethyl-carbinol), C(C)OC(C)=O.[N-]=C=O (isocyanate acetic acid ethyl ester), N1=CC=CC=C1 (pyridine). The solvent is CCOCC (ether). The product is C1(=CC=CC=C1)C(CCO)C1=CC=CC=C1 (diphenylethylcarbinol). RXN SMILES: [C:1]1([C:7]([C:11]2[CH:16]=[CH:15][CH:14]=[CH:13][CH:12]=2)([CH2:9][CH3:10])O)[CH:6]=[CH:5][CH:4]=[CH:3][CH:2]=1.C([O:19]C(=O)C)C.[N-]=C=O.N1C=CC=CC=1>CCOCC>[C:1]1([CH:7]([C:11]2[CH:16]=[CH:15][CH:14]=[CH:13][CH:12]=2)[CH2:9][CH2:10][OH:19])[CH:6]=[CH:5][CH:4]=[CH:3][CH:2]=1 |f:1.2|. Reported procedure: 3.2 G of diphenyl-ethyl-carbinol, 1.9 g of isocyanate acetic acid ethyl ester and 1.6 ml of pyridine are heated at 50° C for 72 hours. The solution is diluted with 50 ml of ether, washed several times at 0° C with 0.1-molar citric acid solution and water, dried over sodium sulfate, and completely evaporated under reduced pressure. After elimination of 2.3 g of diphenylethylcarbinol by means of petroleum ether, 1,1-diphenyl-propyloxycarbonyl-glycine-ethyl ester is obtained in the form of an oil; ...